This data is from the Open Reaction Database (ORD), a public repository of structured organic reaction records. The task is: describe an organic reaction: reactants, conditions, products, and yield Reactants: C(C)S(=O)(=O)N1CCC(CC1)C1=CNC2=C(C=C(C=C12)C1=CC=C(C=C1)C=O)C(=O)N (3-[1-(ethylsulfonyl)-4-piperidinyl]-5-(4-formylphenyl)-1H-indole-7-carboxamide), C1(CCC1)N (cyclobutylamine), C(C)(=O)O[BH-](OC(C)=O)OC(C)=O.[Na+] (sodium triacetoxyborohydride). Reagents/catalysts: C(C)(=O)O (acetic acid). Run in CS(=O)C (DMSO). Run at time 2 hour. Product: C1(CCC1)NCC1=CC=C(C=C1)C=1C=C2C(=CNC2=C(C1)C(=O)N)C1CCN(CC1)S(=O)(=O)CC (5-{4-[(cyclobutylamino)methyl]phenyl}-3-[1-(ethylsulfonyl)-4-piperidinyl]-1H-indole-7-carboxamide). The yield is 58.4%. As a reaction SMILES: [CH2:1]([S:3]([N:6]1[CH2:11][CH2:10][CH:9]([C:12]2[C:20]3[C:15](=[C:16]([C:29]([NH2:31])=[O:30])[CH:17]=[C:18]([C:21]4[CH:26]=[CH:25][C:24]([CH:27]=O)=[CH:23][CH:22]=4)[CH:19]=3)[NH:14][CH:13]=2)[CH2:8][CH2:7]1)(=[O:5])=[O:4])[CH3:2].[CH:32]1([NH2:36])[CH2:35][CH2:34][CH2:33]1.C(O[BH-](OC(=O)C)OC(=O)C)(=O)C.[Na+]>CS(C)=O.C(O)(=O)C>[CH:32]1([NH:36][CH2:27][C:24]2[CH:25]=[CH:26][C:21]([C:18]3[CH:19]=[C:20]4[C:15](=[C:16]([C:29]([NH2:31])=[O:30])[CH:17]=3)[NH:14][CH:13]=[C:12]4[CH:9]3[CH2:10][CH2:11][N:6]([S:3]([CH2:1][CH3:2])(=[O:4])=[O:5])[CH2:7][CH2:8]3)=[CH:22][CH:23]=2)[CH2:35][CH2:34][CH2:33]1 |f:2.3|. Procedure: To a solution of 3-[1-(ethylsulfonyl)-4-piperidinyl]-5-(4-formylphenyl)-1H-indole-7-carboxamide (40 mg, 0.091 mmol) in DMSO (900 μL) and acetic acid (2 drops) was added cyclobutylamine (94 μL, 1.08 mmol). After 2 h, sodium triacetoxyborohydride (120 mg, 1.10 mmol) was added. Reaction mixture was stirred overnight. Compound was purified by Gilson Preparatory HPLC to afford 26.3 mg of the title compound (59%). Reactants: CCOC(C)=O, Fc1ccc(C(F)(F)F)cc1CN(Cc1cc(C(F)(F)F)cc(C(F)(F)F)c1)c1ncc(Br)cn1, [H-], [Na+], C1CCOC1, O, OCc1ccccc1. Product: FC(F)(F)c1cc(CN(Cc2cc(C(F)(F)F)ccc2OCc2ccccc2)c2ncc(Br)cn2)cc(C(F)(F)F)c1. Reaction SMILES: [CH3:52][CH2:53][O:54][C:55](=[O:56])[CH3:57].[F:1][C:2]([c:3]1[cH:4][c:5]([CH2:6][N:7]([CH2:8][c:9]2[c:10]([F:19])[cH:11][cH:12][c:13]([C:15]([F:16])([F:17])[F:18])[cH:14]2)[c:20]2[n:21][cH:22][c:23]([Br:26])[cH:24][n:25]2)[cH:27][c:28]([C:30]([F:31])([F:32])[F:33])[cH:29]1)([F:34])[F:35].[H-:44].[Na+:45].[O:47]1[CH2:48][CH2:49][CH2:50][CH2:51]1.[OH2:46].[OH:36][CH2:37][c:38]1[cH:39][cH:40][cH:41][cH:42][cH:43]1>>[F:1][C:2]([c:3]1[cH:4][c:5]([CH2:6][N:7]([CH2:8][c:9]2[c:10]([O:36][CH2:37][c:38]3[cH:39][cH:40][cH:41][cH:42][cH:43]3)[cH:11][cH:12][c:13]([C:15]([F:16])([F:17])[F:18])[cH:14]2)[c:20]2[n:21][cH:22][c:23]([Br:26])[cH:24][n:25]2)[cH:27][c:28]([C:30]([F:31])([F:32])[F:33])[cH:29]1)([F:34])[F:35]. Reactants: F[C@H]1[C@@H](C1)C1=NC(=NO1)C=1C=CC(=C(N)C1)C (5-(5-((1S,2R)-2-fluorocyclopropyl)-1,2,4-oxadiazol-3-yl)-2-methylaniline), N=1C=C(N2C1C=CC=C2)C(=O)O (imidazo[1,2-a]pyridine-3-carboxylic acid), CN(C)C=O (DMF), C(C(=O)Cl)(=O)Cl (oxalyl chloride). Solvent: N1=CC=CC=C1 (pyridine), ClCCl (dichloromethane). Conditions: time 1.5 hour. Product: F[C@@H]1[C@H](C1)C1=NC(=NO1)C=1C=CC(=C(C1)NC(=O)C1=CN=C2N1C=CC=C2)C (N-(5-(5-((1R,2S)-2-fluorocyclopropyl)-1,2,4-oxadiazol-3-yl)-2-methylphenyl)imidazo[1,2-a]pyridine-3-carboxamide). Reaction SMILES: [N:1]1[CH:2]=[C:3]([C:10]([OH:12])=O)[N:4]2[CH:9]=[CH:8][CH:7]=[CH:6][C:5]=12.C(Cl)(=O)C(Cl)=O.CN(C=O)C.[F:24][C@@H:25]1[CH2:27][C@H:26]1[C:28]1[O:32][N:31]=[C:30]([C:33]2[CH:34]=[CH:35][C:36]([CH3:40])=[C:37]([CH:39]=2)[NH2:38])[N:29]=1>ClCCl.N1C=CC=CC=1>[F:24][C@H:25]1[CH2:27][C@@H:26]1[C:28]1[O:32][N:31]=[C:30]([C:33]2[CH:34]=[CH:35][C:36]([CH3:40])=[C:37]([NH:38][C:10]([C:3]3[N:4]4[CH:9]=[CH:8][CH:7]=[CH:6][C:5]4=[N:1][CH:2]=3)=[O:12])[CH:39]=2)[N:29]=1. Procedure details: To a stirring suspension of imidazo[1,2-a]pyridine-3-carboxylic acid (1) (52 mg, 0.32 mmol) in anhydrous dichloromethane (2 mL) at 0° C. under Argon was added dropwise oxalyl chloride (56 μL, 0.64 mmol). Then, a drop of anhydrous DMF was added and the reaction mixture was stirred at room temperature for 1.5 hours. The solvent was concentrated and the crude solid was added portion-wise to a stirring solution of 5-(5-((1S,2R)-2-fluorocyclopropyl)-1,2,4-oxadiazol-3-yl)-2-methylaniline (132) (62 mg,...